From a dataset of the Open Reaction Database (ORD), a public repository of structured organic reaction records. describe an organic reaction: reactants, conditions, products, and yield Product: NC1=CC(=C(C(=C1)F)O)F (4-amino-2,6-difluorophenol). Isolated yield 0.1%. Procedure: To a solution of 2-(benzyloxy)-1,3-difluoro-5-nitrobenzene (5.3 g, 20 mol) in ethanol (100 mL) was added 10% palladium on activated carbon (1.5 g). The mixture was hydrogenated (1 atm) at RT overnight. The reaction mixture was filtered and the filtrate was concentrated under reduced pressure to give 4-amino-2,6-difluorophenol (2.9 g, 95% yield). 1H NMR (400 MHz, DMSO-d6): δ 8.68 (brs, 1H), 6.19 (d, J=10.8 Hz, 2H), 5.01 (s, 2H). Reaction SMILES: C([O:8][C:9]1[C:14]([F:15])=[CH:13][C:12]([N+:16]([O-])=O)=[CH:11][C:10]=1[F:19])C1C=CC=CC=1>C(O)C.[Pd]>[NH2:16][C:12]1[CH:13]=[C:14]([F:15])[C:9]([OH:8])=[C:10]([F:19])[CH:11]=1. Reagents/catalysts: [Pd] (palladium on activated carbon). Run in C(C)O (ethanol). The reactants are C(C1=CC=CC=C1)OC1=C(C=C(C=C1F)[N+](=O)[O-])F (2-(benzyloxy)-1,3-difluoro-5-nitrobenzene). Yields the product BrC=1C(=CC(=C(C(=O)OC)C1)OC)OC (methyl 5-bromo-2,4-dimethoxybenzoate). Reported procedure: A 0.65 g portion of methyl 5-amino-2,4-dimethoxybenzoate was dissolved in 10 ml of acetone and 1.5 ml of water, 1.80 ml of 48% hydrobromic acid was added, and then 0.23 g of sodium nitrite dissolved in 1 ml of water was added dropwise under ice-cooling, followed by a short period of stirring. Next, 0.51 g of cuprous bromide was added, and the mixture was warmed to room temperature. After completion of the reaction, insoluble matter was filtered, and the resulting residue was mixed with water, ex... As a reaction SMILES: N[C:2]1[C:3]([O:14][CH3:15])=[CH:4][C:5]([O:12][CH3:13])=[C:6]([CH:11]=1)[C:7]([O:9][CH3:10])=[O:8].[BrH:16].N([O-])=O.[Na+]>CC(C)=O.O>[Br:16][C:2]1[C:3]([O:14][CH3:15])=[CH:4][C:5]([O:12][CH3:13])=[C:6]([CH:11]=1)[C:7]([O:9][CH3:10])=[O:8] |f:2.3|. Reactants: N(=O)[O-].[Na+] (sodium nitrite), cuprous bromide, NC=1C(=CC(=C(C(=O)OC)C1)OC)OC (methyl 5-amino-2,4-dimethoxybenzoate), Br (hydrobromic acid). The solvent is O (water), CC(=O)C (acetone), O (water). Starting materials: CN(C)CC1=CC=2CN(CCC2O1)C(=O)C1=CC=2C(C3=CC=CC=C3C(C2C=C1)=O)=O (N,N-Dimethyl-[5-(anthraquinone-2-carbonyl)-4,5,6,7-tetrahydrofuro[3,2-c]pyridin-2-ylmethyl]amine), Cl (hydrogen chloride). Solvent: CO (methanol), C(C)(=O)OCC (ethyl acetate). Yields the product Cl.CN(C)CC1=CC=2CN(CCC2O1)C(=O)C1=CC=2C(C3=CC=CC=C3C(C2C=C1)=O)=O (N,N-dimethyl-[5-(anthraquinone-2-carbonyl)-4,5,6,7-tetrahydrofuro[3,2-c]pyridin-2-ylmethyl]amine hydrochloride). Reaction SMILES: [CH3:1][N:2]([CH2:4][C:5]1[O:13][C:12]2[CH2:11][CH2:10][N:9]([C:14]([C:16]3[CH:29]=[CH:28][C:27]4[C:26](=[O:30])[C:25]5[C:20](=[CH:21][CH:22]=[CH:23][CH:24]=5)[C:19](=[O:31])[C:18]=4[CH:17]=3)=[O:15])[CH2:8][C:7]=2[CH:6]=1)[CH3:3].[ClH:32]>CO.C(OCC)(=O)C>[ClH:32].[CH3:3][N:2]([CH2:4][C:5]1[O:13][C:12]2[CH2:11][CH2:10][N:9]([C:14]([C:16]3[CH:29]=[CH:28][C:27]4[C:26](=[O:30])[C:25]5[C:20](=[CH:21][CH:22]=[CH:23][CH:24]=5)[C:19](=[O:31])[C:18]=4[CH:17]=3)=[O:15])[CH2:8][C:7]=2[CH:6]=1)[CH3:1] |f:4.5|. Procedure details: N,N-Dimethyl-[5-(anthraquinone-2-carbonyl)-4,5,6,7-tetrahydrofuro[3,2-c]pyridin-2-ylmethyl]amine 0.197 g was dissolved in 2 ml of methanol; hydrogen chloride in ethyl acetate was added in excess, followed by stirring. After this mixture was concentrated, the resulting crystal was washed with diethyl ether to yield the desired product. The reactants are CCCCCCCCCCCC(CC(=O)OC)OC(C)(C)OC, CC(C)C[AlH]CC(C)C, Cc1ccccc1, CO, [Cl-], [Na+]. Yields the product CCCCCCCCCCCC(CC=O)OC(C)(C)OC. RXN SMILES: [CH3:10][O:11][C:12]([CH3:13])([CH3:14])[O:15][CH:16]([CH2:17][C:18](=[O:19])[O:20][CH3:21])[CH2:22][CH2:23][CH2:24][CH2:25][CH2:26][CH2:27][CH2:28][CH2:29][CH2:30][CH2:31][CH3:32].[CH3:1][CH:2]([CH2:3][AlH:4][CH2:5][CH:6]([CH3:7])[CH3:8])[CH3:9].[CH3:35][c:36]1[cH:37][cH:38][cH:39][cH:40][cH:41]1.[CH3:42][OH:43].[Cl-:34].[Na+:33]>>[CH3:10][O:11][C:12]([CH3:13])([CH3:14])[O:15][CH:16]([CH2:17][CH:18]=[O:19])[CH2:22][CH2:23][CH2:24][CH2:25][CH2:26][CH2:27][CH2:28][CH2:29][CH2:30][CH2:31][CH3:32]. The reactants are CS(=O)(=O)OCC=1C(=NSC1OC)C1=CC=C(C=C1)CC ((3-(4-ethylphenyl)-5-methoxyisothiazol-4-yl)methyl methanesulfonate), OC1=C(C(=C(C=C1)CCC(=O)OCC)C)C (ethyl 3-(4-hydroxy-2,3-dimethylphenyl)propanoate). Yields the product C(C)C1=CC=C(C=C1)C1=NSC(=C1COC1=C(C(=C(C=C1)CCC(=O)O)C)C)OC (3-(4-[[3-(4-ethylphenyl)-5-methoxy-1,2-thiazol-4-yl]methoxy]-2,3-dimethylphenyl)propanoic acid). As a reaction SMILES: CS([O:5][CH2:6][C:7]1[C:8]([C:14]2[CH:19]=[CH:18][C:17]([CH2:20][CH3:21])=[CH:16][CH:15]=2)=[N:9][S:10][C:11]=1[O:12][CH3:13])(=O)=O.O[C:23]1[CH:28]=[CH:27][C:26]([CH2:29][CH2:30][C:31]([O:33]CC)=[O:32])=[C:25]([CH3:36])[C:24]=1[CH3:37]>>[CH2:20]([C:17]1[CH:18]=[CH:19][C:14]([C:8]2[C:7]([CH2:6][O:5][C:23]3[CH:28]=[CH:27][C:26]([CH2:29][CH2:30][C:31]([OH:33])=[O:32])=[C:25]([CH3:36])[C:24]=3[CH3:37])=[C:11]([O:12][CH3:13])[S:10][N:9]=2)=[CH:15][CH:16]=1)[CH3:21]. Procedure details: The title compound was prepared according to the procedure described in Example 1 following Steps 2-6 by coupling of (3-(4-ethylphenyl)-5-methoxyisothiazol-4-yl)methyl methanesulfonate and ethyl 3-(4-hydroxy-2,3-dimethylphenyl)propanoate followed by hydrolysis to afford the desired product as an off-white solid.